This data is from the Open Reaction Database (ORD), a public repository of structured organic reaction records. The task is: describe an organic reaction: reactants, conditions, products, and yield The reactants are CO, CNc1ccc([N+](=O)[O-])c(C)n1, [H][H]. Product: CNc1ccc(N)c(C)n1. RXN SMILES: [CH3:15][OH:16].[CH3:1][NH:2][c:3]1[cH:4][cH:5][c:6]([N+:10]([O-:11])=[O:12])[c:7]([CH3:9])[n:8]1.[H:13][H:14]>>[CH3:1][NH:2][c:3]1[cH:4][cH:5][c:6]([NH2:10])[c:7]([CH3:9])[n:8]1. The reactants are ClC=1N=C(C2=C(N1)C=C(S2)CN2CCC(CC2)S(=O)(=O)C)N2CCOCC2 (2-Chloro-6-(4-methanesulfonyl-piperidin-1-ylmethyl)-4-morpholin-4-yl-thieno[3,2-d]pyrimidine), NC1=NC=C(C=C1)B1OC(C(O1)(C)C)(C)C (2-amino-5-(4,4,5,5-tetramethyl-1,3,2-dioxaborolan-2-yl)pyridine). Yields the product CS(=O)(=O)C1CCN(CC1)CC1=CC=2N=C(N=C(C2S1)N1CCOCC1)C=1C=CC(=NC1)N (5-(6-((4-(methylsulfonyl)piperidin-1-yl)methyl)-4-morpholinothieno[3,2-d]pyrimidin-2-yl)pyridin-2-amine). As a reaction SMILES: Cl[C:2]1[N:3]=[C:4]([N:22]2[CH2:27][CH2:26][O:25][CH2:24][CH2:23]2)[C:5]2[S:10][C:9]([CH2:11][N:12]3[CH2:17][CH2:16][CH:15]([S:18]([CH3:21])(=[O:20])=[O:19])[CH2:14][CH2:13]3)=[CH:8][C:6]=2[N:7]=1.[NH2:28][C:29]1[CH:34]=[CH:33][C:32](B2OC(C)(C)C(C)(C)O2)=[CH:31][N:30]=1>>[CH3:21][S:18]([CH:15]1[CH2:16][CH2:17][N:12]([CH2:11][C:9]2[S:10][C:5]3[C:4]([N:22]4[CH2:27][CH2:26][O:25][CH2:24][CH2:23]4)=[N:3][C:2]([C:32]4[CH:33]=[CH:34][C:29]([NH2:28])=[N:30][CH:31]=4)=[N:7][C:6]=3[CH:8]=2)[CH2:13][CH2:14]1)(=[O:20])=[O:19]. Procedure: 2-Chloro-6-(4-methanesulfonyl-piperidin-1-ylmethyl)-4-morpholin-4-yl-thieno[3,2-d]pyrimidine was reacted with 2-amino-5-(4,4,5,5-tetramethyl-1,3,2-dioxaborolan-2-yl)pyridine in General Procedure A. Purification on silica yielded 129. NMR (MeOD): 1.72-1.90 (2H, m), 2.05-2.10 (2H, M), 2.60 (3H, s, Me), 2.85-2.88 (1H, m), 3.08-3.14 (2H, m), 3.30-3.33 (2H, m), 3.80 (2H, s, CH2), 3.83-3.87 (4H, m, CH2), 3.94-3.98 (4H, m, CH2), 6.53 (1H, d, J 8.5, Ar), 7.19 (1H, s, Ar), 8.32 (1H, dd, J 8.5 and 1.8, Ar... The reactants are O=C([O-])[O-], CC(C)(C)OC(=O)NCC(C)(C)c1ccc(O)cc1, CN(C)C=O, NC(=O)c1ccc(Cl)nc1, [Cs+], [Cs+]. Yields the product CC(C)(C)OC(=O)NCC(C)(C)c1ccc(Oc2ccc(C(N)=O)cn2)cc1. RXN SMILES: [C:1](=[O:2])([O-:3])[O-:4].[C:7]([CH3:8])([CH3:9])([CH3:10])[O:11][C:12]([NH:13][CH2:14][C:15]([CH3:16])([CH3:17])[c:18]1[cH:19][cH:20][c:21]([OH:24])[cH:22][cH:23]1)=[O:25].[CH3:36][N:37]([CH3:38])[CH:39]=[O:40].[Cl:26][c:27]1[n:28][cH:29][c:30]([C:31](=[O:32])[NH2:33])[cH:34][cH:35]1.[Cs+:5].[Cs+:6]>>[C:7]([CH3:8])([CH3:9])([CH3:10])[O:11][C:12]([NH:13][CH2:14][C:15]([CH3:16])([CH3:17])[c:18]1[cH:19][cH:20][c:21]([O:24][c:27]2[n:28][cH:29][c:30]([C:31](=[O:32])[NH2:33])[cH:34][cH:35]2)[cH:22][cH:23]1)=[O:25].